This data is from the Open Reaction Database (ORD), a public repository of structured organic reaction records. The task is: describe an organic reaction: reactants, conditions, products, and yield Reactants: CCCCCCCCCCOc1cc(OCCCCCCc2cccc(OCc3ccccc3)c2OCc2ccccc2)cc(C(=O)OC)c1, CO, [Na+], C1COCCO1, [OH-]. Product: CCCCCCCCCCOc1cc(OCCCCCCc2cccc(OCc3ccccc3)c2OCc2ccccc2)cc(C(=O)O)c1. As a reaction SMILES: [CH3:1][O:2][C:3]([c:4]1[cH:5][c:6]([O:39][CH2:40][CH2:41][CH2:42][CH2:43][CH2:44][CH2:45][CH2:46][CH2:47][CH2:48][CH3:49])[cH:7][c:8]([O:10][CH2:11][CH2:12][CH2:13][CH2:14][CH2:15][CH2:16][c:17]2[c:18]([O:31][CH2:32][c:33]3[cH:34][cH:35][cH:36][cH:37][cH:38]3)[c:19]([O:23][CH2:24][c:25]3[cH:26][cH:27][cH:28][cH:29][cH:30]3)[cH:20][cH:21][cH:22]2)[cH:9]1)=[O:50].[CH3:53][OH:54].[Na+:52].[O:55]1[CH2:56][CH2:57][O:58][CH2:59][CH2:60]1.[OH-:51]>>[O:2]=[C:3]([c:4]1[cH:5][c:6]([O:39][CH2:40][CH2:41][CH2:42][CH2:43][CH2:44][CH2:45][CH2:46][CH2:47][CH2:48][CH3:49])[cH:7][c:8]([O:10][CH2:11][CH2:12][CH2:13][CH2:14][CH2:15][CH2:16][c:17]2[c:18]([O:31][CH2:32][c:33]3[cH:34][cH:35][cH:36][cH:37][cH:38]3)[c:19]([O:23][CH2:24][c:25]3[cH:26][cH:27][cH:28][cH:29][cH:30]3)[cH:20][cH:21][cH:22]2)[cH:9]1)[OH:50].